This data is from the Open Reaction Database (ORD), a public repository of structured organic reaction records. The task is: describe an organic reaction: reactants, conditions, products, and yield Starting materials: C(C)OC(=O)C1(CCC(CC1)O[Si](C1=CC=CC=C1)(C1=CC=CC=C1)C(C)(C)C)CC=O (4-(tert-butyl-diphenyl-silanyloxy)-1-(2-oxo-ethyl)-cyclohexanecarboxylic acid ethyl ester), CC1=NC(=CC=C1N)N1C[C@@H](CC1)N1[C@H](CCC1)C (2-methyl-6-((2S,3′R)-2-methyl-[1,3′]bipyrrolidinyl-1′-yl)-pyridin-3-ylamine). Yields the product C(C)OC(=O)C1(CCC(CC1)O[Si](C1=CC=CC=C1)(C1=CC=CC=C1)C(C)(C)C)CCNC=1C(=NC(=CC1)N1C[C@@H](CC1)N1[C@H](CCC1)C)C (4-(tert-Butyl-diphenyl-silanyloxy)-1-{2-[2-methyl-6-((2S,3′R)-2-methyl-[1,3′]bipyrrolidinyl-1′-yl)-pyridin-3-ylamino]-ethyl}-cyclohexanecarboxylic acid ethyl ester), crude solid. Reaction SMILES: [CH2:1]([O:3][C:4]([C:6]1([CH2:30][CH:31]=O)[CH2:11][CH2:10][CH:9]([O:12][Si:13]([C:26]([CH3:29])([CH3:28])[CH3:27])([C:20]2[CH:25]=[CH:24][CH:23]=[CH:22][CH:21]=2)[C:14]2[CH:19]=[CH:18][CH:17]=[CH:16][CH:15]=2)[CH2:8][CH2:7]1)=[O:5])[CH3:2].[CH3:33][C:34]1[C:39]([NH2:40])=[CH:38][CH:37]=[C:36]([N:41]2[CH2:45][CH2:44][C@@H:43]([N:46]3[CH2:50][CH2:49][CH2:48][C@@H:47]3[CH3:51])[CH2:42]2)[N:35]=1>>[CH2:1]([O:3][C:4]([C:6]1([CH2:30][CH2:31][NH:40][C:39]2[C:34]([CH3:33])=[N:35][C:36]([N:41]3[CH2:45][CH2:44][C@@H:43]([N:46]4[CH2:50][CH2:49][CH2:48][C@@H:47]4[CH3:51])[CH2:42]3)=[CH:37][CH:38]=2)[CH2:7][CH2:8][CH:9]([O:12][Si:13]([C:26]([CH3:29])([CH3:27])[CH3:28])([C:20]2[CH:21]=[CH:22][CH:23]=[CH:24][CH:25]=2)[C:14]2[CH:19]=[CH:18][CH:17]=[CH:16][CH:15]=2)[CH2:10][CH2:11]1)=[O:5])[CH3:2]. Reported procedure: The title compound was synthesized in essentially the same manner using the procedures as set forth in Step 1 of Example 1, by condensing 4-(tert-butyl-diphenyl-silanyloxy)-1-(2-oxo-ethyl)-cyclohexanecarboxylic acid ethyl ester (100 mg, 0.22 mmol) and 2-methyl-6-((2S,3′R)-2-methyl-[1,3′]bipyrrolidinyl-1′-yl)-pyridin-3-ylamine to obtain 132 mg of a crude solid, which was used in the next reaction without further purification. Starting materials: N1CCC2(CC1)C=CC1=CC=CC=C12 (Spiro(1H-indene-1,4'-piperidine)), BrC1=CC=C(C=C1)S(=O)(=O)Cl (p-bromobenzenesulfonyl chloride). The reagents and catalysts are C(C)N(CC)CC (triethylamine). Solvent: C(Cl)Cl (CH2Cl2). Reaction conditions: time 15 minute. The product is BrC1=CC=C(C=C1)S(=O)(=O)N1CCC2(CC1)C=CC1=CC=CC=C12 (1'-((4-Bromophenyl)SULFONYL)SPIRO(1H-INDENE-1,4'-PIPERIDINE)). As a reaction SMILES: [NH:1]1[CH2:6][CH2:5][C:4]2([C:14]3[C:9](=[CH:10][CH:11]=[CH:12][CH:13]=3)[CH:8]=[CH:7]2)[CH2:3][CH2:2]1.[Br:15][C:16]1[CH:21]=[CH:20][C:19]([S:22](Cl)(=[O:24])=[O:23])=[CH:18][CH:17]=1>C(Cl)Cl.C(N(CC)CC)C>[Br:15][C:16]1[CH:21]=[CH:20][C:19]([S:22]([N:1]2[CH2:6][CH2:5][C:4]3([C:14]4[C:9](=[CH:10][CH:11]=[CH:12][CH:13]=4)[CH:8]=[CH:7]3)[CH2:3][CH2:2]2)(=[O:24])=[O:23])=[CH:18][CH:17]=1. Procedure: Spiro(1H-indene-1,4'-piperidine) (15 mg, 81.1 μmol) and p-bromobenzenesulfonyl chloride (21 mg, 81.1 μmol) were combined in CH2Cl2 and treated with triethylamine (2 drops). The mixture was stirred at ambient temperature for 15 min, then poured onto a silica gel column and eluted with 1:1 CH2Cl2 : hexane. The product fractions were combined and evaporated to dryness in vacuo to provide the title compound as a solid which was dried in vacuo overnight at ambient temperature: (m.p. 177°-178°). Reactants: CCOc1snnc1Cn1ccc2cc(C(=O)O)ncc21, CCO, CCOC(=O)c1cc2ccn(Cc3nnsc3Cl)c2cn1, ClCc1nnsc1Cl, O=C(NO)c1cc2ccn(Cc3c(F)ccc(Cl)c3F)c2cn1, Cl, NO, [Na+], [OH-], CCOC(=O)c1cc2cc[nH]c2cn1. The product is CCOc1snnc1Cn1ccc2cc(C(=O)NO)ncc21. As a reaction SMILES: [CH2:44]([CH3:45])[O:46][c:47]1[c:48]([CH2:52][n:53]2[cH:54][cH:55][c:56]3[c:57]2[cH:58][n:59][c:60]([C:62](=[O:63])[OH:64])[cH:61]3)[n:49][n:50][s:51]1.[CH3:93][CH2:94][OH:95].[Cl:1][c:2]1[s:3][n:4][n:5][c:6]1[CH2:7][n:8]1[c:9]2[cH:10][n:11][c:12]([C:13]([O:14][CH2:15][CH3:16])=[O:17])[cH:18][c:19]2[cH:20][cH:21]1.[Cl:36][c:37]1[s:38][n:39][n:40][c:41]1[CH2:42][Cl:43].[Cl:67][c:68]1[c:69]([F:70])[c:71]([CH2:76][n:77]2[c:78]3[cH:79][n:80][c:81]([C:82]([NH:83][OH:84])=[O:85])[cH:86][c:87]3[cH:88][cH:89]2)[c:72]([F:73])[cH:74][cH:75]1.[ClH:90].[NH2:91][OH:92].[Na+:66].[OH-:65].[nH:22]1[c:23]2[cH:24][n:25][c:26]([C:27]([O:28][CH2:29][CH3:30])=[O:31])[cH:32][c:33]2[cH:34][cH:35]1>>[CH2:44]([CH3:45])[O:46][c:47]1[c:48]([CH2:52][n:53]2[cH:54][cH:55][c:56]3[c:57]2[cH:58][n:59][c:60]([C:62](=[O:64])[NH:83][OH:84])[cH:61]3)[n:49][n:50][s:51]1. Reactants: CCN(C(C)C)C(C)C (Hunig's Base), NC1=CC=C(C=C1)CCN(CCCCCCN1C(C2=CC=CC=C2C1=O)=O)CCOC1=CC=C(C=C1)N (2-[6-([2-(4-aminophenyl)ethyl]{2-[(4-aminophenyl)oxy]ethyl}amino)hexyl]-1H-isoindole-1,3(2H)-dione), S(=O)(=O)(C)Cl (mesylchloride). Run in C(Cl)Cl (DCM). Reaction conditions: temperature 2 celsius. Product: O=C1N(C(C2=CC=CC=C12)=O)CCCCCCN(CCOC1=CC=C(C=C1)NS(=O)(=O)C)CCC1=CC=C(C=C1)NS(=O)(=O)C (N-[4-({2-[[6-(1,3-dioxo-1,3-dihydro-2H-isoindol-2-yl)hexyl](2-{4-[(methylsulfonyl)amino]phenyl}ethyl)amino]ethyl}oxy)phenyl]methanesulfonamide). Reaction SMILES: [NH2:1][C:2]1[CH:7]=[CH:6][C:5]([CH2:8][CH2:9][N:10]([CH2:28][CH2:29][O:30][C:31]2[CH:36]=[CH:35][C:34]([NH2:37])=[CH:33][CH:32]=2)[CH2:11][CH2:12][CH2:13][CH2:14][CH2:15][CH2:16][N:17]2[C:25](=[O:26])[C:24]3[C:19](=[CH:20][CH:21]=[CH:22][CH:23]=3)[C:18]2=[O:27])=[CH:4][CH:3]=1.CCN(C(C)C)C(C)C.[S:47](Cl)([CH3:50])(=[O:49])=[O:48]>C(Cl)Cl>[O:27]=[C:18]1[C:19]2[C:24](=[CH:23][CH:22]=[CH:21][CH:20]=2)[C:25](=[O:26])[N:17]1[CH2:16][CH2:15][CH2:14][CH2:13][CH2:12][CH2:11][N:10]([CH2:9][CH2:8][C:5]1[CH:6]=[CH:7][C:2]([NH:1][S:47]([CH3:50])(=[O:49])=[O:48])=[CH:3][CH:4]=1)[CH2:28][CH2:29][O:30][C:31]1[CH:32]=[CH:33][C:34]([NH:37][S:47]([CH3:50])(=[O:49])=[O:48])=[CH:35][CH:36]=1. Procedure: 2-[6-([2-(4-aminophenyl)ethyl]{2-[(4-aminophenyl)oxy]ethyl}amino)hexyl]-1H-isoindole-1,3(2H)-dione (108.3 mg) was dissolved in DCM (5 ml) and cooled to 0-4° C. in an ice-bath. Hunig's Base (0.227 ml) was added followed by the dropwise addition of mesylchloride (0.051 ml). The reaction was maintained at 0-4° C. for 0.5 h and then allowed to warm slowly to room temperature. After 3 h the reaction mixture was evaporated to dryness and used crude in next step.